Dataset: the Open Reaction Database (ORD), a public repository of structured organic reaction records. Task: describe an organic reaction: reactants, conditions, products, and yield Starting materials: FC1=C(C(=C(C=C1)F)F)F (1,2,3,4-tetrafluorobenzene), [N+](=O)(O)[O-] (nitric acid). The solvent is S(O)(O)(=O)=O (sulfuric acid), S(O)(O)(=O)=O (sulfuric acid). Reaction conditions: temperature 0 celsius, time 1 hour. Yields the product FC1=C(C=C(C(=C1F)F)F)[N+](=O)[O-] (2,3,4,5-Tetrafluoro-1-nitrobenzene). RXN SMILES: [F:1][C:2]1[CH:7]=[CH:6][C:5]([F:8])=[C:4]([F:9])[C:3]=1[F:10].[N+:11]([O-])([OH:13])=[O:12]>S(=O)(=O)(O)O>[F:1][C:2]1[C:3]([F:10])=[C:4]([F:9])[C:5]([F:8])=[CH:6][C:7]=1[N+:11]([O-:13])=[O:12]. Reported procedure: To one liter of concentrated sulfuric acid was added, at 5° C., 100 ml of 1,2,3,4-tetrafluorobenzene. Then a mixture of 100 ml of 70% nitric acid premixed with 200 ml of concentrated sulfuric acid at 0° C. was slowly added. The reaction was stirred at 0° C. for one hour, and then one hour at 25° C. The mixture was poured over ice and extracted with dichloromethane, which was dried and concentrated to give 120 g of a thick residue which was one spot thin layer chromatography. This product was use... The reactants are C1CCOC1, CCOC(=O)c1ccc(NC(=O)CC(C(=O)Nc2ccc(NC(=O)Nc3ccccc3C)cc2)c2ccccc2)cc1, [Li+], [OH-], O. Yields the product Cc1ccccc1NC(=O)Nc1ccc(NC(=O)C(CC(=O)Nc2ccc(C(=O)O)cc2)c2ccccc2)cc1. RXN SMILES: [CH2:43]1[O:44][CH2:45][CH2:46][CH2:47]1.[CH3:1][c:2]1[c:3]([NH:8][C:9](=[O:10])[NH:11][c:12]2[cH:13][cH:14][c:15]([NH:18][C:19]([CH:20]([CH2:21][C:22](=[O:23])[NH:24][c:25]3[cH:26][cH:27][c:28]([C:29](=[O:30])[O:31][CH2:32][CH3:33])[cH:34][cH:35]3)[c:36]3[cH:37][cH:38][cH:39][cH:40][cH:41]3)=[O:42])[cH:16][cH:17]2)[cH:4][cH:5][cH:6][cH:7]1.[Li+:49].[OH-:48].[OH2:50]>>[CH3:1][c:2]1[c:3]([NH:8][C:9](=[O:10])[NH:11][c:12]2[cH:13][cH:14][c:15]([NH:18][C:19]([CH:20]([CH2:21][C:22](=[O:23])[NH:24][c:25]3[cH:26][cH:27][c:28]([C:29](=[O:30])[OH:31])[cH:34][cH:35]3)[c:36]3[cH:37][cH:38][cH:39][cH:40][cH:41]3)=[O:42])[cH:16][cH:17]2)[cH:4][cH:5][cH:6][cH:7]1. Reactants: FC(C(=O)C1=CN(C2=CC=CC=C12)C)(F)F (2,2,2-trifluoro-1-(1-methyl-1H-indol-3-yl)ethanone), BrC1=CC2=C(N(C(N2)=O)C2=CC=C(C=C2)F)C=C1 (5-bromo-1-(4-fluorophenyl)-1,3-dihydrobenzimidazol-2-one), solution, C(CCC)[Li] (n-butyllithium). The solvent is CCOCC (ether), COCCOCCOC (bis(2-methoxyethyl)ether), hexanes. Conditions: time 30 minute. Product: FC1=CC=C(C=C1)N1C(NC2=C1C=CC(=C2)C(C(F)(F)F)(C2=CN(C1=CC=CC=C21)C)O)=O (1-(4-Fluorophenyl)-5-[2,2,2-trifluoro-1-hydroxy-1-(1-methyl-1H-indol-3-yl)ethyl]-1,3-dihydrobenzimidazol-2-one). As a reaction SMILES: Br[C:2]1[CH:18]=[CH:17][C:5]2[N:6]([C:10]3[CH:15]=[CH:14][C:13]([F:16])=[CH:12][CH:11]=3)[C:7](=[O:9])[NH:8][C:4]=2[CH:3]=1.C([Li])CCC.[F:24][C:25]([F:39])([F:38])[C:26]([C:28]1[C:36]2[C:31](=[CH:32][CH:33]=[CH:34][CH:35]=2)[N:30]([CH3:37])[CH:29]=1)=[O:27]>COCCOCCOC.CCOCC>[F:16][C:13]1[CH:14]=[CH:15][C:10]([N:6]2[C:5]3[CH:17]=[CH:18][C:2]([C:26]([OH:27])([C:28]4[C:36]5[C:31](=[CH:32][CH:33]=[CH:34][CH:35]=5)[N:30]([CH3:37])[CH:29]=4)[C:25]([F:24])([F:39])[F:38])=[CH:3][C:4]=3[NH:8][C:7]2=[O:9])=[CH:11][CH:12]=1. Reported procedure: To a chilled (−78° C.) solution of 5-bromo-1-(4-fluorophenyl)-1,3-dihydrobenzimidazol-2-one (152 mg, 0.5 mmol) in anhydrous bis(2-methoxyethyl)ether (10 mL) was added 0.5 mL (1.25 mmol) of a solution of 2.5 M n-butyllithium in hexanes. After 30 minutes, a solution of 2,2,2-trifluoro-1-(1-methyl-1H-indol-3-yl)ethanone (114 mg) in bis(2-methoxyethyl) in 1 mL of ether was added. The mixture stirred for 1 hour and was quenched with ammonium chloride solution. The resulting precipitate was filtered, ... Starting materials: ClC=1C=CC2=C(C(=CC(O2)=O)OCCCNC(=S)NC)C1 (1-[3-(6-chloro-2-oxo-2H-1-benzopyran-4-yloxy)-propyl]-3-methyl-thiourea), NCCCOC1=CC(OC2=C1C=CC=C2)=O (4-(3-amino-propoxy)-1-benzopyran-2-one). The product is CNC(=S)NCCCOC1=CC(OC2=C1C=CC=C2)=O (1-Methyl-3-[3-(2-oxo-2H-1-benzopyran-4-yloxy)-propyl]-thiourea). Reaction SMILES: Cl[C:2]1[CH:3]=[CH:4][C:5]2[O:10][C:9](=[O:11])[CH:8]=[C:7]([O:12][CH2:13][CH2:14][CH2:15][NH:16][C:17]([NH:19][CH3:20])=[S:18])[C:6]=2[CH:21]=1.NCCCOC1C2C=CC=CC=2OC(=O)C=1>>[CH3:20][NH:19][C:17]([NH:16][CH2:15][CH2:14][CH2:13][O:12][C:7]1[C:6]2[CH:21]=[CH:2][CH:3]=[CH:4][C:5]=2[O:10][C:9](=[O:11])[CH:8]=1)=[S:18]. Procedure details: Is prepared according to the procedure for 1-[3-(6-chloro-2-oxo-2H-1-benzopyran-4-yloxy)-propyl]-3-methyl-thiourea from 4-(3-amino-propoxy)-1-benzopyran-2-one (trifluoroacetic acid salt) to afford the title compound after HPLC purification (71 mg, 73%). 1H NMR (DMSO-d6, 300 MHz) δ 7.87 (1H, dd, J=1.5, 7.75 Hz), 7.67 (1H, m), 7.56 (1H, br s), 7.39 (3H, m), 5.88 (1H, s), 4.24 (2H, t, J=6 Hz), 3.59 (2H, s), 2.79 (3H, s), 2.07 (2H, m); MS (ESI, Pos.) calcd for C14H16N2O3S m/z [M+H]=292.1, found 292.... Procedure details: The mixture of methyl 4-(pentylamino)-1H-imidazole-5-carbimidothioate (1.5 g, 6.6 mmol) and pyrimidine-4-carbohydrazide (1.2 g, 8.7 mmol) in ethanol (10 mL) was refluxed overnight. The reaction mixture was concentrated under reduced pressure to yield the desired product as light green viscous oil. LCMS calculated for C1-4H19N8 (M+H): 299.2. found: 299.1. RXN SMILES: [CH2:1]([NH:6][C:7]1[N:8]=[CH:9][NH:10][C:11]=1[C:12](SC)=[NH:13])[CH2:2][CH2:3][CH2:4][CH3:5].[N:16]1[CH:21]=[CH:20][C:19]([C:22]([NH:24][NH2:25])=O)=[N:18][CH:17]=1>C(O)C>[CH2:1]([NH:6][C:7]1[N:8]=[CH:9][NH:10][C:11]=1[C:12]1[NH:25][N:24]=[C:22]([C:19]2[CH:20]=[CH:21][N:16]=[CH:17][N:18]=2)[N:13]=1)[CH2:2][CH2:3][CH2:4][CH3:5]. The reactants are C(CCCC)NC=1N=CNC1C(=N)SC (methyl 4-(pentylamino)-1H-imidazole-5-carbimidothioate), N1=CN=C(C=C1)C(=O)NN (pyrimidine-4-carbohydrazide). The solvent is C(C)O (ethanol). Yields the product C(CCCC)NC=1N=CNC1C1=NC(=NN1)C1=NC=NC=C1 (N-pentyl-5-(3-pyrimidin-4-yl-1H-1,2,4-triazol-5-yl)-1H-imidazol-4-amine). Reactants: ON1C(C=2C(C1=O)=CC=CC2)=O (N-hydroxyphthalimide), BrCC=C(C)C (1-bromo-3-methyl-but-2-ene), [OH-].[K+] (potassium hydroxide). Run in C(C)O (ethanol). RXN SMILES: [OH:1][N:2]1[C:6](=[O:7])[C:5]2=[CH:8][CH:9]=[CH:10][CH:11]=[C:4]2[C:3]1=[O:12].Br[CH2:14][CH:15]=[C:16]([CH3:18])[CH3:17].[OH-].[K+]>C(O)C>[CH3:17][C:16]([CH3:18])=[CH:15][CH2:14][O:1][N:2]1[C:3](=[O:12])[C:4]2[C:5](=[CH:8][CH:9]=[CH:10][CH:11]=2)[C:6]1=[O:7] |f:2.3|. Procedure details: To a stirring solution of N-hydroxyphthalimide (Aldrich, 1.63 g, 10.0 mmol) in anhydrous ethanol (50 mL) was added 1-bromo-3-methyl-but-2-ene (Aldrich, 1.4 mL, 12.0 mmol) and potassium hydroxide (0.67 g, 12.0 mmol). After the reaction was allowed to stir at 50° C. for 4 hours, it was concentrated in vacuo and then dissolved in ethyl acetate and partitioned with water. The organic layer was washed twice with water, twice with saturated sodium chloride solution, collected and dried over Na2SO4, fi... Product: CC(=CCON1C(C2=CC=CC=C2C1=O)=O)C (2-(3-methyl-but-2-enyloxy)-isoindole-1,3-dione). The yield is 22.9%. Reaction conditions: temperature 50 celsius, time 4 hour. Reactants: C(C)(=O)OC(C)=O (acetic anhydride), CC(=O)OC(=O)C.CC(=O)O.N1C(N)=NC=2N=CNC2C1=O.OP(=O)(O)O (Ac2O AcOH guanine H3PO4), N1C(N)=NC=2N=CNC2C1=O (guanine), N1C(N)=NC=2N=CNC2C1=O (guanine), P(O)(O)(O)=O (phosphoric acid). Run in C(C)(=O)O (acetic acid). The product is C(C)(=O)N(C=1NC(C=2NC=NC2N1)=O)C(C)=O (diacetylguanine). Yield: 94.0%. Reaction SMILES: C(O[C:5](=[O:7])[CH3:6])(=O)C.[NH:8]1[C:17](=[O:18])[C:16]2[NH:15][CH:14]=[N:13][C:12]=2[N:11]=[C:9]1[NH2:10].P(=O)(O)(O)O.[CH3:24][C:25](OC(C)=O)=[O:26].CC(O)=O.N1C(=O)C2NC=NC=2N=C1N.OP(O)(O)=O>C(O)(=O)C>[C:25]([N:10]([C:5](=[O:7])[CH3:6])[C:9]1[NH:8][C:17](=[O:18])[C:16]2[NH:15][CH:14]=[N:13][C:12]=2[N:11]=1)(=[O:26])[CH3:24] |f:3.4.5.6|. Procedure details: The effect of the ratio of acetic anhydride and acetic acid on the reaction time and yield was also studied. In general, any range of acetic anhydride, acetic acid, guanine and phosphoric acid can be used that provides the desired results. In the present work, it was found that a ratio of 15/10/1/0.05 (ml) of Ac2O/AcOH/guanine/H3PO4 is preferred. It was discovered that guanine could be acetylated using this ratio of reactants at reflux for 15 hours to give diacetylguanine with minimal discolorat... Reactants: CCOCc1nc2cnc3ccccc3c2n1CC1(N)CCCCC1, CCCCCC, CC(C)N=C=O. Product: CCOCc1nc2cnc3ccccc3c2n1CC1(NC(=O)NC(C)C)CCCCC1. RXN SMILES: [CH2:7]([CH3:8])[O:9][CH2:10][c:11]1[n:12]([CH2:24][C:25]2([NH2:31])[CH2:26][CH2:27][CH2:28][CH2:29][CH2:30]2)[c:13]2[c:14]([cH:15][n:16][c:17]3[cH:18][cH:19][cH:20][cH:21][c:22]23)[n:23]1.[CH3:32][CH2:33][CH2:34][CH2:35][CH2:36][CH3:37].[CH:1]([CH3:2])([CH3:3])[N:4]=[C:5]=[O:6]>>[CH:1]([CH3:2])([CH3:3])[NH:4][C:5](=[O:6])[NH:31][C:25]1([CH2:24][n:12]2[c:11]([CH2:10][O:9][CH2:7][CH3:8])[n:23][c:14]3[c:13]2[c:22]2[c:17]([n:16][cH:15]3)[cH:18][cH:19][cH:20][cH:21]2)[CH2:26][CH2:27][CH2:28][CH2:29][CH2:30]1. Reactants: COC(CNC1=CC=C(C=C1)OC1=CC=CC=C1)=O (N-(4-Phenoxyphenyl)glycine methylester), COC(CNC1=CC=C(C=C1)OC1=CC=CC=C1)=O (N-(4-Phenoxyphenyl)glycine methylester), N(=O)[O-].[Na+] (sodium nitrite). Reagents/catalysts: [Zn] (Zinc). Run in C(C)(=O)O (acetic acid), O (water), O (water), O (water). Run at time 2 hour. The product is O(C1=CC=CC=C1)C1=CC=C(C=C1)N(N)CC(=O)OC (Methyl [1-(4-phenoxyphenyl)hydrazino]acetate), solid. The yield is 9.0%. RXN SMILES: [CH3:1][O:2][C:3](=[O:19])[CH2:4][NH:5][C:6]1[CH:11]=[CH:10][C:9]([O:12][C:13]2[CH:18]=[CH:17][CH:16]=[CH:15][CH:14]=2)=[CH:8][CH:7]=1.[N:20]([O-])=O.[Na+]>C(O)(=O)C.O.[Zn]>[O:12]([C:9]1[CH:10]=[CH:11][C:6]([N:5]([CH2:4][C:3]([O:2][CH3:1])=[O:19])[NH2:20])=[CH:7][CH:8]=1)[C:13]1[CH:18]=[CH:17][CH:16]=[CH:15][CH:14]=1 |f:1.2|. Procedure details: N-(4-Phenoxyphenyl)glycine methylester (Intermediate 75, 13.5 g, 0.0525 mol) was dissolved in a mixture of acetic acid (90 ml) and water (5 ml) and the solution was cooled to ~5° C. To this was added a solution of sodium nitrite (3,8 g, 0.55 mol) in water (10 ml) over 15 minutes. Stirring was continued for 2 hours and the reaction was cooled to ~0° C. Zinc dust (13.4 g, 0.2048 mol) was added over 30 minutes and the reaction stirred at 0°-5° C. for 2 hours before being poured into water (200 ml) ... Reactants: C(C1=CC=C(OC)C=C1)(C1=CC=C(OC)C=C1)(C1=CC=CC=C1)Cl (DMTCl), C(C)(=O)NC1=NC(N(C=C1)C[C@@H](CO)[C@@H](C)O)=O ((2S,3R)-2-((4-Acetamido-2-oxo-pyrimidin-1(2H)-yl)methyl)butane-1,3-diol). Run in N1=CC=CC=C1 (pyridine). Run at time 8 hour. The product is COC1=CC=C(C=C1)C(OC[C@@H]([C@@H](C)O)CN1C(N=C(C=C1)NC(C)=O)=O)(C1=CC=CC=C1)C1=CC=C(C=C1)OC ((2S,3R)-1-(Bis(4-methoxyphenyl)(phenyl)methoxy)-2-((4-acetamido-2-oxo-pyrimidin-1(2H)-yl)methyl)butan-3-ol). Yield: 90.6%. As a reaction SMILES: [C:1](Cl)([C:18]1[CH:23]=[CH:22][CH:21]=[CH:20][CH:19]=1)([C:10]1[CH:17]=[CH:16][C:13]([O:14][CH3:15])=[CH:12][CH:11]=1)[C:2]1[CH:9]=[CH:8][C:5]([O:6][CH3:7])=[CH:4][CH:3]=1.[C:25]([NH:28][C:29]1[CH:34]=[CH:33][N:32]([CH2:35][C@H:36]([C@H:39]([OH:41])[CH3:40])[CH2:37][OH:38])[C:31](=[O:42])[N:30]=1)(=[O:27])[CH3:26]>N1C=CC=CC=1>[CH3:7][O:6][C:5]1[CH:8]=[CH:9][C:2]([C:1]([C:10]2[CH:17]=[CH:16][C:13]([O:14][CH3:15])=[CH:12][CH:11]=2)([C:18]2[CH:23]=[CH:22][CH:21]=[CH:20][CH:19]=2)[O:38][CH2:37][C@H:36]([CH2:35][N:32]2[CH:33]=[CH:34][C:29]([NH:28][C:25](=[O:27])[CH3:26])=[N:30][C:31]2=[O:42])[C@H:39]([OH:41])[CH3:40])=[CH:3][CH:4]=1. Procedure: DMTCl (0.79 g, 2.34 mmol) was added to a stirred solution of 46 (0.5 g, 1.96 mmol) in 20 ml of anhydrous pyridine. After being stirred at room temperature overnight the reaction was quenched with MeOH (2 ml) and concentrated to an oil. The oil was partition between dichloromethane and 10% citric acid. The organic phase was washed with saturated NaCl, dried over Na2SO4 and concentrated. The resulting material was chromatographed on silica eluting with a gradient of methanol (5-7.5%) in ethyl acet...